Dataset: the Open Reaction Database (ORD), a public repository of structured organic reaction records. Task: describe an organic reaction: reactants, conditions, products, and yield Reactants: NC1=C(C=C(OC2=CC=NC3=C2NC(C(N3)=O)=O)C=C1)F (8-(4-amino-3-fluorophenoxy)pyrido[3,2-b]pyrazine-2,3(1H,4H)-dione), C(Cl)Cl (CH2Cl2), solution, C(C)(C)(C)C1=NN(C(=C1)N=C=O)C1=CC=C(C=C1)S(=O)(=O)C (3-tert-butyl-5-isocyanato-1-(4-(methylsulfonyl)phenyl)-1H-pyrazole). The product is C(C)(C)(C)C1=NN(C(=C1)NC(=O)NC1=C(C=C(C=C1)OC1=CC=NC2=C1NC(C(N2)=O)=O)F)C2=CC=C(C=C2)S(=O)(=O)C (1-(3-tert-butyl-1-(4-(methylsulfonyl)phenyl)-1H-pyrazol-5-yl)-3-(4-(2,3-dioxo-1,2,3,4-tetrahydropyrido[3,2-b]pyrazin-8-yloxy)-2-fluorophenyl)urea). RXN SMILES: [NH2:1][C:2]1[CH:20]=[CH:19][C:5]([O:6][C:7]2[C:12]3[NH:13][C:14](=[O:18])[C:15](=[O:17])[NH:16][C:11]=3[N:10]=[CH:9][CH:8]=2)=[CH:4][C:3]=1[F:21].[C:22]([C:26]1[CH:30]=[C:29]([N:31]=[C:32]=[O:33])[N:28]([C:34]2[CH:39]=[CH:38][C:37]([S:40]([CH3:43])(=[O:42])=[O:41])=[CH:36][CH:35]=2)[N:27]=1)([CH3:25])([CH3:24])[CH3:23].C(Cl)Cl>>[C:22]([C:26]1[CH:30]=[C:29]([NH:31][C:32]([NH:1][C:2]2[CH:20]=[CH:19][C:5]([O:6][C:7]3[C:12]4[NH:13][C:14](=[O:18])[C:15](=[O:17])[NH:16][C:11]=4[N:10]=[CH:9][CH:8]=3)=[CH:4][C:3]=2[F:21])=[O:33])[N:28]([C:34]2[CH:39]=[CH:38][C:37]([S:40]([CH3:43])(=[O:42])=[O:41])=[CH:36][CH:35]=2)[N:27]=1)([CH3:25])([CH3:23])[CH3:24]. Procedure: Method F2 was used with 8-(4-amino-3-fluorophenoxy)pyrido[3,2-b]pyrazine-2,3(1H,4H)-dione (58 mg, 101 μmol) and a 0.06 M solution of 3-tert-butyl-5-isocyanato-1-(4-(methylsulfonyl)phenyl)-1H-pyrazole in CH2Cl2 (6.8 mL, 0.41 mmol). The title compound was obtained as a white solid. Yield: 30 mg (49%). Starting materials: CC(C)(C)OC(=O)N1CCC(C(=O)O)(c2ccccc2)CC1, Cl, C1COCCO1. Yields the product O=C(O)C1(c2ccccc2)CCNCC1. As a reaction SMILES: [C:1]([O:2][C:3](=[O:4])[N:8]1[CH2:9][CH2:10][C:11]([C:14](=[O:15])[OH:16])([c:17]2[cH:18][cH:19][cH:20][cH:21][cH:22]2)[CH2:12][CH2:13]1)([CH3:5])([CH3:6])[CH3:7].[ClH:23].[O:24]1[CH2:25][CH2:26][O:27][CH2:28][CH2:29]1>>[NH:8]1[CH2:9][CH2:10][C:11]([C:14](=[O:15])[OH:16])([c:17]2[cH:18][cH:19][cH:20][cH:21][cH:22]2)[CH2:12][CH2:13]1. Reactants: C=CCCCCC (1-heptene). The reagents and catalysts are [Pt] (platinum). The solvent is CCCCCC (n-hexane). Yields the product C=CC=CCCC.CCCCCC (1-Heptene-N Hexane). As a reaction SMILES: [CH2:1]=[CH:2][CH2:3][CH2:4][CH2:5][CH2:6][CH3:7]>CCCCCC.[Pt]>[CH2:1]=[CH:2][CH:3]=[CH:4][CH2:5][CH2:6][CH3:7].[CH3:1][CH2:2][CH2:3][CH2:4][CH2:5][CH3:6] |f:3.4|. Reported procedure: The charge is a mixture of 3.5 ml of 1-heptene (25 mmole) which is diluted with 14.5 ml of n-hexane to about 20% (volume to volume) concentration. Reaction conditions, platinum catalyst solution and other variables are the same as described in Example 1. The results follow: Reactants: C(C1=CC=CC=C1)N1N=C(N=N1)C(=O)[O-].[K+] (Potassium 2-benzyl-2H-tetrazole-5-carboxylate), Cl (hydrochloric acid). Solvent: O (water). The product is C(C1=CC=CC=C1)N1N=C(N=N1)C(=O)O (2-benzyl-2H-tetrazole-5-carboxylic acid). Isolated yield 71.6%. As a reaction SMILES: [CH2:1]([N:8]1[N:12]=[N:11][C:10]([C:13]([O-:15])=[O:14])=[N:9]1)[C:2]1[CH:7]=[CH:6][CH:5]=[CH:4][CH:3]=1.[K+].Cl>O>[CH2:1]([N:8]1[N:12]=[N:11][C:10]([C:13]([OH:15])=[O:14])=[N:9]1)[C:2]1[CH:7]=[CH:6][CH:5]=[CH:4][CH:3]=1 |f:0.1|. Procedure: Potassium 2-benzyl-2H-tetrazole-5-carboxylate (2.42 g) was suspended in water (10 ml) and the mixture was warmed until it dissolved. The solution was cooled in ice and strongly acidified by treatment with concentrated hydrochloric acid to give 2-benzyl-2H-tetrazole-5-carboxylic acid (1.46 g), m.p. 127°-130° C. Starting materials: N1N=CC=2C=NC=CC21 (1H-pyrazolo[4,3-c]pyridine), C(N)(=O)C1=NN(C2=CN=C(C=C21)C)CC(=O)O ((3-carbamoyl-5-methyl-pyrazolo[3,4-c]pyridin-1-yl)-acetic acid). Yields the product C(N)(=O)C1=NN(C2=C1C=NC=C2)CC(=O)O ((3-Carbamoyl-pyrazolo[4,3-c]pyridin-1-yl)-acetic acid). RXN SMILES: [NH:1]1[C:9]2C=CN=CC=2C=N1.[C:10]([C:13]1[C:21]2[C:16](=[CH:17]N=C(C)[CH:20]=2)[N:15]([CH2:23][C:24]([OH:26])=[O:25])[N:14]=1)(=[O:12])[NH2:11]>>[C:10]([C:13]1[C:21]2[CH:20]=[N:1][CH:9]=[CH:17][C:16]=2[N:15]([CH2:23][C:24]([OH:26])=[O:25])[N:14]=1)(=[O:12])[NH2:11]. Reported procedure: was prepared from 1H-pyrazolo[4,3-c]pyridine [271-52-3] by using the same procedures as for the preparation of (3-carbamoyl-5-methyl-pyrazolo[3,4-c]pyridin-1-yl)-acetic acid (Scheme A27). MS (LC-MS): 221 [M+H]+, tR (HPLC conditions k): 0.19 min. Starting materials: [OH-].[NH4+] (ammonium hydroxide), C(C)C(C=O)=C (2-Ethylacrolein), NC1=C(C=CC=C1)O (o-aminophenol), [N+](=O)([O-])C1=C(C=CC=C1)O (o-nitrophenol). Solvent: Cl (hydrochloric acid), C(Cl)Cl (Methylene chloride). Conditions: temperature 100 celsius, time 2 hour. The product is C(C)C=1C=NC2=C(C=CC=C2C1)O (3-ethyl-8-hydroxyquinoline). As a reaction SMILES: [CH2:1]([C:3](=[CH2:6])[CH:4]=O)[CH3:2].[NH2:7][C:8]1[CH:13]=[CH:12][CH:11]=[CH:10][C:9]=1[OH:14].[N+](C1C=CC=CC=1O)([O-])=O.[OH-].[NH4+]>Cl.C(Cl)Cl>[CH2:1]([C:3]1[CH:4]=[N:7][C:8]2[C:13]([CH:6]=1)=[CH:12][CH:11]=[CH:10][C:9]=2[OH:14])[CH3:2] |f:3.4|. Procedure: 2-Ethylacrolein (161.5 g) is added over a two hour period to a stirred mixture of o-aminophenol (296 g, 1.0 mol) and o-nitrophenol in 37% aqeuous hydrochloric acid (296 g) at a temperature of 100° C. The reaction mixture is allowed to stir at 100° C. for two hours and is then cooled to room temperature. Methylene chloride is added to the cooled reaction mixture and the pH of the mixture is adjusted to pH 7.0 with concentrated ammonium hydroxide while stirring. The organic phase is removed and co...